Dataset: the Open Reaction Database (ORD), a public repository of structured organic reaction records. Task: describe an organic reaction: reactants, conditions, products, and yield Starting materials: CC1=CC(=CC2=CN(N=C12)COCC[Si](C)(C)C)C=O (7-methyl-2-((2-(trimethylsilyl)ethoxy)methyl)-2-H-indazole-5-carbaldehyde), COC(C(P(=O)(OC)OC)C(=O)OC(C)(C)C)=O (methyl-2-(tert-butoxycarbonyl)-2-(dimethoxyphosphoryl)acetate), CN(C(N(C)C)=N)C (tetramethylguanidine). The solvent is O1CCCC1 (tetrahydrofuran). Conditions: time 10 minute. Yields the product COC(C(=CC1=CC2=CN(N=C2C(=C1)C)COCC[Si](C)(C)C)C(=O)OC(C)(C)C)=O (Methyl-2-(tert-butoxycarbonyl)-3-(7-methyl-2-[{2-[trimethylsilyl]ethoxy}methyl]-2H-indazol-5-yl)acrylate). Reaction SMILES: [CH3:1][C:2]1[C:10]2[C:6](=[CH:7][N:8]([CH2:11][O:12][CH2:13][CH2:14][Si:15]([CH3:18])([CH3:17])[CH3:16])[N:9]=2)[CH:5]=[C:4]([CH:19]=O)[CH:3]=1.[CH3:21][O:22][C:23](=[O:38])[CH:24]([C:31]([O:33][C:34]([CH3:37])([CH3:36])[CH3:35])=[O:32])P(OC)(OC)=O.CN(C)C(=N)N(C)C>O1CCCC1>[CH3:21][O:22][C:23](=[O:38])[C:24]([C:31]([O:33][C:34]([CH3:36])([CH3:35])[CH3:37])=[O:32])=[CH:19][C:4]1[CH:3]=[C:2]([CH3:1])[C:10]2[C:6](=[CH:7][N:8]([CH2:11][O:12][CH2:13][CH2:14][Si:15]([CH3:16])([CH3:17])[CH3:18])[N:9]=2)[CH:5]=1. Procedure details: To a stirred solution of 7-methyl-2-((2-(trimethylsilyl)ethoxy)methyl)-2-H-indazole-5-carbaldehyde (8.5 g, 29.3 mmol) and methyl-2-(tert-butoxycarbonyl)-2-(dimethoxyphosphoryl)acetate (10 g, 32.2 mmol, 1.1 equiv) in tetrahydrofuran (30 mL) at 0° C. was added tetramethylguanidine (5.9 mL, 49.8 mmol, 1.7 equiv). After 10 min, the ice bath was removed and the reaction stirred at room temperature overnight. The solvent was evaporated and the residue purified by flash chromatography on silica gel to ... Starting materials: [N+](=O)([O-])C1=C2C=C(C=NC2=CC=C1)O (5-nitroquinolin-3-ol), [H-].[Na+] (sodium hydride), O (Water), CI (methyl iodide). Run in CN(C)C=O (DMF). Run at time 2 hour. The product is COC=1C=NC2=CC=CC(=C2C1)[N+](=O)[O-] (3-methoxy-5-nitroquinoline). Reaction SMILES: [N+:1]([C:4]1[CH:13]=[CH:12][CH:11]=[C:10]2[C:5]=1[CH:6]=[C:7]([OH:14])[CH:8]=[N:9]2)([O-:3])=[O:2].[H-].[Na+].[CH3:17]I.O>CN(C=O)C>[CH3:17][O:14][C:7]1[CH:8]=[N:9][C:10]2[C:5]([CH:6]=1)=[C:4]([N+:1]([O-:3])=[O:2])[CH:13]=[CH:12][CH:11]=2 |f:1.2|. Procedure: To a solution of 5-nitroquinolin-3-ol in DMF is added sodium hydride at 0° C. Then, methyl iodide is added and the mixture is stirred for 2 h. Water is added and the mixture is extracted with ethyl acetate. The organic layer is dried, filtered and concentrated under reduced pressure to give 3-methoxy-5-nitroquinoline. The reactants are solution, FC1=CC=C2C(=CNC2=C1)CC#N (2-(6-fluoro-1H-indol-3-yl)acetonitrile), [OH-].[Na+] (NaOH), aqueous solution. Solvent: C1CCOC1 (THF), C1CCOC1 (THF). Run at time 25 minute. Yields the product hydrochloride salt, FC=1C=C2NC=C(CCN)C2=CC1 (6-Fluorotryptamine). As a reaction SMILES: [F:1][C:2]1[CH:10]=[C:9]2[C:5]([C:6]([CH2:11][C:12]#[N:13])=[CH:7][NH:8]2)=[CH:4][CH:3]=1.[OH-].[Na+]>C1COCC1>[F:1][C:2]1[CH:10]=[C:9]2[C:5](=[CH:4][CH:3]=1)[C:6]([CH2:11][CH2:12][NH2:13])=[CH:7][NH:8]2 |f:1.2|. Reported procedure: Combine 2-(6-fluoro-1H-indol-3-yl)acetonitrile (165 g, 0.925 mol) and THF (1.32 L). Slowly add 1M solution of BH3 (2.042 L, 1,832 Kg, 0.131 mol) in THF over about 40 minutes. When the addition is complete, heat to reflux within 1 hour. After 1 hour at reflux, cool to room temperature and the reaction mixture, over about 25 minutes, to a well-stirred 15% aqueous solution of NaOH (1.9 L, 9.5 mol). After addition, slowly and gradually heat to 50° C. After 1 hour, heat 60° C. After 30 minutes, heat ... Reactants: ClC1=NC(=NC(=N1)N)N (2-chloro-4,6-diamino-s-triazine), N1CC=CCC1 (1,2,5,6-tetrahydropyridine), C([O-])(O)=O.[Na+] (sodium bicarbonate). The solvent is C(CCC)O (n-butanol). Product: NC1=NC(=NC(=N1)N)N1CCC=CC1 (2,4-diamino-6-[3,6-dihydro-1(2H)-pyridyl]-s-triazine). Reaction SMILES: Cl[C:2]1[N:7]=[C:6]([NH2:8])[N:5]=[C:4]([NH2:9])[N:3]=1.[NH:10]1[CH2:15][CH2:14][CH:13]=[CH:12][CH2:11]1.C(=O)(O)[O-].[Na+]>C(O)CCC>[NH2:9][C:4]1[N:5]=[C:6]([NH2:8])[N:7]=[C:2]([N:10]2[CH2:15][CH:14]=[CH:13][CH2:12][CH2:11]2)[N:3]=1 |f:2.3|. Reported procedure: 300 g. of 2-chloro-4,6-diamino-s-triazine, 180 g. of 1,2,5,6-tetrahydropyridine and 170 g. of sodium bicarbonate are mixed in 1700 ml. of n-butanol and heated to reflux for 18 hours. The mixture is cooled and filtered. The residue is digested three times with hot chloroform and ethanol and filtered. The filtrates are combined and concentrated, there being obtained pure 2,4-diamino-6-[3,6-dihydro-1(2H)-pyridyl]-s-triazine having a melting point of 200°-202° C. Starting materials: BrCC(=O)C1=CC(=C(C(=C1)[N+](=O)[O-])O)O (2-bromo-3',4'-dihydroxy-5'-nitroacetophenone), N1=CC(=CC=C1)NC(=S)N (1-(3-pyridinyl)-2-thiourea). Solvent: C(CCC)O (n-butanol). Product: Br.[N+](=O)([O-])C1=C(C(O)=CC(=C1)C=1N=C(SC1)NC=1C=NC=CC1)O (3-nitro-5-[2-(3-pyridylamino)-4-thiazolyl]pyrocatechol hydrobromide). RXN SMILES: [Br:1][CH2:2][C:3]([C:5]1[CH:10]=[C:9]([N+:11]([O-:13])=[O:12])[C:8]([OH:14])=[C:7]([OH:15])[CH:6]=1)=O.[N:16]1[CH:21]=[CH:20][CH:19]=[C:18]([NH:22][C:23]([NH2:25])=[S:24])[CH:17]=1>C(O)CCC>[BrH:1].[N+:11]([C:9]1[CH:10]=[C:5]([C:3]2[N:25]=[C:23]([NH:22][C:18]3[CH:17]=[N:16][CH:21]=[CH:20][CH:19]=3)[S:24][CH:2]=2)[CH:6]=[C:7]([OH:15])[C:8]=1[OH:14])([O-:13])=[O:12] |f:3.4|. Procedure: A suspension of 7.32 g of 2-bromo-3',4'-dihydroxy-5'-nitroacetophenone is treated with 4.06 g of 1-(3-pyridinyl)-2-thiourea in 100 ml of n-butanol and heated to boiling under reflux for 3 hours. After cooling to room temperature the crystals are filtered under suction and recrystallized from n-butanol. There is obtained 3-nitro-5-[2-(3-pyridylamino)-4-thiazolyl]pyrocatechol hydrobromide of m.p. >300°. Run in [Cl-].[Na+] (sodium chloride). As a reaction SMILES: [CH3:1][O:2][C:3]1[CH:4]=[C:5]([N:13]2[CH2:18][CH2:17][N:16]([C:19]([SH:21])=[S:20])[CH2:15][CH2:14]2)[CH:6]=[C:7]([O:11][CH3:12])[C:8]=1[O:9][CH3:10].[OH-].[Na+].[CH3:24]O>[Cl-].[Na+]>[CH3:1][O:2][C:3]1[CH:4]=[C:5]([N:13]2[CH2:14][CH2:15][N:16]([C:19]([S:21][CH3:24])=[S:20])[CH2:17][CH2:18]2)[CH:6]=[C:7]([O:11][CH3:12])[C:8]=1[O:9][CH3:10] |f:1.2,4.5|. Isolated yield 50.8%. Reactants: COC=1C=C(C=C(C1OC)OC)N1CCN(CC1)C(=S)S (4-(3,4,5-trimethoxyphenyl)-1-piperazinecarbodithioic acid), [OH-].[Na+] (sodium hydroxide), CO (methanol). Product: COC=1C=C(C=C(C1OC)OC)N1CCN(CC1)C(=S)SC (Methyl 4-(3,4,5-trimethoxyphenyl)-1-piperazinecarbodithioate). Procedure: In a nitrogen atmosphere, 1.5 g (4.6 mmol.) of 4-(3,4,5-trimethoxyphenyl)-1-piperazinecarbodithioic acid was suspended inmethanol. After addition of 0.2 g of granular sodium hydroxide, the suspension was stirred at room temperature for one hour. The reaction mixture was chilled in a mixture of ice and sodium chloride. To the reaction mixture was dropwise added a solution of 0.29 ml of methyl iodidein 3.7 ml of methanol. After the addition was complete, the mixture was stirred at room temperature... Reaction conditions: time 1 hour.